This data is from the Open Reaction Database (ORD), a public repository of structured organic reaction records. The task is: describe an organic reaction: reactants, conditions, products, and yield Starting materials: O=C(n1ccnc1)n1ccnc1, C1CCOC1, O, NCCCCCCCC(O)(c1ccccc1)c1ccccc1, O=C(O)C=Cc1cccnc1. Product: O=C(C=Cc1cccnc1)NCCCCCCCC(O)(c1ccccc1)c1ccccc1. RXN SMILES: [C:12]([n:13]1[cH:14][cH:15][n:16][cH:17]1)([n:18]1[cH:19][cH:20][n:21][cH:22]1)=[O:23].[CH2:47]1[O:48][CH2:49][CH2:50][CH2:51]1.[OH2:46].[OH:24][C:25]([CH2:26][CH2:27][CH2:28][CH2:29][CH2:30][CH2:31][CH2:32][NH2:33])([c:34]1[cH:35][cH:36][cH:37][cH:38][cH:39]1)[c:40]1[cH:41][cH:42][cH:43][cH:44][cH:45]1.[n:1]1[cH:2][c:3]([CH:7]=[CH:8][C:9](=[O:10])[OH:11])[cH:4][cH:5][cH:6]1>>[n:1]1[cH:2][c:3]([CH:7]=[CH:8][C:9](=[O:11])[NH:33][CH2:32][CH2:31][CH2:30][CH2:29][CH2:28][CH2:27][CH2:26][C:25]([OH:24])([c:34]2[cH:35][cH:36][cH:37][cH:38][cH:39]2)[c:40]2[cH:41][cH:42][cH:43][cH:44][cH:45]2)[cH:4][cH:5][cH:6]1. The reactants are C(C1=CC=CC=C1)OC(=O)NC(C(=O)N[C@H]1C(N(C2=C(CC1)C=CC=C2)CC2=CC=C(C=C2)C2=C(C=CC=C2)CN)=O)(C)C (2-benzyloxycarbonylamino-2-methyl- N-[2,3,4,5-tetrahydro-2-oxo-1-[[2'-(aminomethyl)[1,1'-biphenyl]-4-yl]methyl]-1H-benzazepin-3(R)-yl]propanamide), FC(C(=O)[O-])(F)F (trifluoroacetate), C(C)N=C=O (ethyl isocyanate). The product is C(C1=CC=CC=C1)OC(=O)NC(C(=O)N[C@H]1C(N(C2=C(CC1)C=CC=C2)CC2=CC=C(C=C2)C2=C(C=CC=C2)CNC(=O)NCC)=O)(C)C (2-Benzyloxycarbonylamino-2-methyl- N-[2,3,4,5-tetrahydro-1-[[2'-[[[(ethylamino)carbonyl]amino]methyl][1,1'-biphenyl]-4-yl]methyl]-2-oxo-1H-benzazepin-3(R)-yl]propanamide). RXN SMILES: [CH2:1]([O:8][C:9]([NH:11][C:12]([CH3:44])([CH3:43])[C:13]([NH:15][C@@H:16]1[CH2:22][CH2:21][C:20]2[CH:23]=[CH:24][CH:25]=[CH:26][C:19]=2[N:18]([CH2:27][C:28]2[CH:33]=[CH:32][C:31]([C:34]3[CH:39]=[CH:38][CH:37]=[CH:36][C:35]=3[CH2:40][NH2:41])=[CH:30][CH:29]=2)[C:17]1=[O:42])=[O:14])=[O:10])[C:2]1[CH:7]=[CH:6][CH:5]=[CH:4][CH:3]=1.FC(F)(F)C([O-])=O.[CH2:52]([N:54]=[C:55]=[O:56])[CH3:53]>>[CH2:1]([O:8][C:9]([NH:11][C:12]([CH3:44])([CH3:43])[C:13]([NH:15][C@@H:16]1[CH2:22][CH2:21][C:20]2[CH:23]=[CH:24][CH:25]=[CH:26][C:19]=2[N:18]([CH2:27][C:28]2[CH:29]=[CH:30][C:31]([C:34]3[CH:39]=[CH:38][CH:37]=[CH:36][C:35]=3[CH2:40][NH:41][C:55]([NH:54][CH2:52][CH3:53])=[O:56])=[CH:32][CH:33]=2)[C:17]1=[O:42])=[O:14])=[O:10])[C:2]1[CH:7]=[CH:6][CH:5]=[CH:4][CH:3]=1. Procedure: Prepared from 2-benzyloxycarbonylamino-2-methyl- N-[2,3,4,5-tetrahydro-2-oxo-1-[[2'-(aminomethyl)[1,1'-biphenyl]-4-yl]methyl]-1H-benzazepin-3(R)-yl]propanamide, trifluoroacetate (Example 36, Step A) and ethyl isocyanate according to the procedure described in Example 37, Step A. 1H NMR (200 MHz, CD3OD): δ 1.03 (t, 7 Hz, 3H), 1.39 (s, 6H), 1.82 (m, 1H), 2.18-2.58 (m, 3H), 3.07 (q, 2H), 4.12 (s, 2H), 4.32 (m, 1H), 4.87 (d, 15 Hz, 1H), 5.00 (s, 2H), 5.31 (d, 15 Hz, 1H), 7.08-7.40 (m, 17H). FAB-MS: ... The reactants are C(#N)COC1=C(C=CC(=C1)OCC1=CC=C(C=C1)OC\C(\C1=CC=CC=C1)=N/OC)CCC(=O)OCC (ethyl 3-{2-(cyanomethoxy)-4-[(4-{[(2Z)-2-(methoxyimino)-2-phenylethyl]oxy}benzyl)oxy]phenyl}propanoate), C(#N)COC1=C(C=CC(=C1)OCC1=CC=C(C=C1)OC\C(\C1=CC=CC=C1)=N/OC)CCC(=O)OCC (ethyl 3-{2-(cyanomethoxy)-4-[(4-{[(2Z)-2-(methoxyimino)-2-phenylethyl]oxy}benzyl)oxy]phenyl}propanoate). Reagents/catalysts: [Pd] (Pd—C). Product: OC1=C(C=CC(=C1)OCC1=CC=C(C=C1)OC\C(\C1=CC=CC=C1)=N/OC)CCC(=O)O (3-{2-Hydroxy-4-[(4-{[(2Z)-2-(methoxyimino)-2-phenylethyl]oxy}benzyl)oxy]phenyl}propanoic acid). Yield: 36.0%. As a reaction SMILES: C(C[O:4][C:5]1[CH:10]=[C:9]([O:11][CH2:12][C:13]2[CH:18]=[CH:17][C:16]([O:19][CH2:20]/[C:21](=[N:28]\[O:29][CH3:30])/[C:22]3[CH:27]=[CH:26][CH:25]=[CH:24][CH:23]=3)=[CH:15][CH:14]=2)[CH:8]=[CH:7][C:6]=1[CH2:31][CH2:32][C:33]([O:35]CC)=[O:34])#N>[Pd]>[OH:4][C:5]1[CH:10]=[C:9]([O:11][CH2:12][C:13]2[CH:14]=[CH:15][C:16]([O:19][CH2:20]/[C:21](=[N:28]\[O:29][CH3:30])/[C:22]3[CH:27]=[CH:26][CH:25]=[CH:24][CH:23]=3)=[CH:17][CH:18]=2)[CH:8]=[CH:7][C:6]=1[CH2:31][CH2:32][C:33]([OH:35])=[O:34]. Procedure: Compound 96 was synthesized from ethyl 3-{2-(cyanomethoxy)-4-[(4-{[(2Z)-2-(methoxyimino)-2-phenylethyl]oxy}benzyl)oxy]phenyl}propanoate (Intermediate 134, 0.1 g, 0.199 mmol) and Pd—C (0.02 g), followed by hydrolysis described in scheme 16 (0.005 g, yield: 36.0%); Purity: 93.97%.